From a dataset of the Open Reaction Database (ORD), a public repository of structured organic reaction records. describe an organic reaction: reactants, conditions, products, and yield Reactants: ClS(=O)(=O)O (chlorosulfonic acid), Cl (hydrochloric acid), Cl (hydrogen chloride), [OH-].[Na+] (sodium hydroxide), ClC1=C(C=C(C=C1)Cl)Cl (1,2,4-trichlorobenzene), C(=O)=O (carbon dioxide), ClC=1C(=C(C=CC1)Cl)Cl (trichlorobenzene). Solvent: O (water), O (Water), O (water). Run at temperature 120 celsius, time 3 hour. Product: ClC1=C(C=C(C(=C1)Cl)Cl)S(=O)(=O)O (2,4,5-trichlorobenzenesulfonic acid). Reaction SMILES: Cl[S:2]([OH:5])(=[O:4])=[O:3].[Cl:6][C:7]1[CH:12]=[CH:11][C:10]([Cl:13])=[CH:9][C:8]=1[Cl:14].C(=O)=O.Cl.ClC1C(Cl)=C(Cl)C=CC=1.[OH-].[Na+]>O>[Cl:13][C:10]1[CH:9]=[C:8]([Cl:14])[C:7]([Cl:6])=[CH:12][C:11]=1[S:2]([OH:5])(=[O:4])=[O:3] |f:5.6|. Procedure details: 119 g (1.0 mol) of technical grade chlorosulfonic acid were added dropwise, under stirring, to 218 g (1.2 mol) of technical grade 90% strength 1,2,4-trichlorobenzene over a period of time of about one hour. The reaction was permitted to proceed at 150° to 160° C. for three hours. During the reaction a slow stream of dried air or dried carbon dioxide was passed through the reaction mixture. The resulting hydrogen chloride of reaction was transferred with the gas stream into a receiving flask cont...